Dataset: the Open Reaction Database (ORD), a public repository of structured organic reaction records. Task: describe an organic reaction: reactants, conditions, products, and yield The reactants are ClCCCC(CCCCCCC)OC(C)=O (1-chloro-4-acetoxyundecane), ester, BrCC=CC(CCCCC)OC(C)=O (1-bromo-4-acetoxy-2-nonene), C(C)(=O)OC(CCCN(S(=O)(=O)C)CCCC1=CC=C(C(=O)OCC)C=C1)CCCCCCC (ethyl 4-{3-[N-(4-acetoxyundecyl)methanesulfonamido]propyl}benzoate). Run at time 28 hour. The product is OC(CCCN(S(=O)(=O)C)CCCC1=CC=C(C(=O)O)C=C1)CCCCCCC (4-{3-[N-(4-hydroxyundecyl)methanesulfonamido]propyl}benzoic acid). RXN SMILES: ClCCCC(OC(=O)C)CCCCCCC.BrCC=CC(OC(=O)C)CCCCC.C([O:34][CH:35]([CH2:58][CH2:59][CH2:60][CH2:61][CH2:62][CH2:63][CH3:64])[CH2:36][CH2:37][CH2:38][N:39]([CH2:44][CH2:45][CH2:46][C:47]1[CH:57]=[CH:56][C:50]([C:51]([O:53]CC)=[O:52])=[CH:49][CH:48]=1)[S:40]([CH3:43])(=[O:42])=[O:41])(=O)C>>[OH:34][CH:35]([CH2:58][CH2:59][CH2:60][CH2:61][CH2:62][CH2:63][CH3:64])[CH2:36][CH2:37][CH2:38][N:39]([CH2:44][CH2:45][CH2:46][C:47]1[CH:57]=[CH:56][C:50]([C:51]([OH:53])=[O:52])=[CH:49][CH:48]=1)[S:40]([CH3:43])(=[O:41])=[O:42]. Procedure details: This compound is prepared by the series of reactions described in Example 3, except that in Step B an equivalent amount of 1-chloro-4-acetoxyundecane is substituted for 1-bromo-4-acetoxy-2-nonene and the heating period at 90° C. is extended to 28 hours. There is thus obtained in Step B of this example, ethyl 4-{3-[N-(4-acetoxyundecyl)methanesulfonamido]propyl}benzoate. Saponficiation of this ester is STep C yields 4-{3-[N-(4-hydroxyundecyl)methanesulfonamido]propyl}benzoic acid.